From a dataset of the Open Reaction Database (ORD), a public repository of structured organic reaction records. describe an organic reaction: reactants, conditions, products, and yield Reactants: CN(CCN(C)C)C (N,N,N′,N′-tetramethylethylenediamine), C(C1=CC=CC=C1)Cl (benzyl chloride), Cl[SiH](Cl)Cl (trichlorosilane). Reported procedure: In the same apparatus and procedure as Example 1 above, 0.116 g (1.0 mmol) of N,N,N′,N′-tetramethylethylenediamine, 0.63 g (5.0 mmol) of benzyl chloride, and 3.41 g (25.2 mmol) of trichlorosilane were reacted at 200° C. for 7 hrs. The resulting mixture was distilled to give 0.57 g of benzyltrichlorosilane (yield; 52%). As a reaction SMILES: CN(C)CCN(C)C.[CH2:9](Cl)[C:10]1[CH:15]=[CH:14][CH:13]=[CH:12][CH:11]=1.[Cl:17][SiH:18]([Cl:20])[Cl:19]>>[CH2:9]([Si:18]([Cl:20])([Cl:19])[Cl:17])[C:10]1[CH:15]=[CH:14][CH:13]=[CH:12][CH:11]=1. Isolated yield 50.5%. The product is C(C1=CC=CC=C1)[Si](Cl)(Cl)Cl (benzyltrichlorosilane). Starting materials: COC(=O)CBr, O=C(Nc1cc2cccnc2[nH]c1=O)c1ccccc1, [H-], [Na+], CN(C)C=O, O. Product: COC(=O)Cn1c(=O)c(NC(=O)c2ccccc2)cc2cccnc21. As a reaction SMILES: [Br:23][CH2:24][C:25](=[O:26])[O:27][CH3:28].[C:1]([c:2]1[cH:3][cH:4][cH:5][cH:6][cH:7]1)(=[O:8])[NH:9][c:10]1[c:11](=[O:20])[nH:12][c:13]2[n:14][cH:15][cH:16][cH:17][c:18]2[cH:19]1.[H-:22].[Na+:21].[O:29]=[CH:30][N:31]([CH3:32])[CH3:33].[OH2:34]>>[C:1]([c:2]1[cH:3][cH:4][cH:5][cH:6][cH:7]1)(=[O:8])[NH:9][c:10]1[c:11](=[O:20])[n:12]([CH2:24][C:25](=[O:26])[O:27][CH3:28])[c:13]2[n:14][cH:15][cH:16][cH:17][c:18]2[cH:19]1. Reactants: COC=1C(=CC2=C(CCCO2)C1)C=O (6-methoxy-3,4-dihydrobenzopyran-7-carboxaldehyde), C(C)(=O)OC(C)=O (acetic anhydride), ice water. Solvent: N1=CC=CC=C1 (pyridine). Reaction conditions: time 4 hour. Yields the product C(C)(=O)OC=1C=CC2=C(CCCO2)C1 (6-acetoxy-3,4-dihydrobenzopyran). The yield is 108.5%. Reaction SMILES: COC1[C:4](C=O)=[CH:5][C:6]2[O:11][CH2:10][CH2:9][CH2:8][C:7]=2C=1.[C:15]([O:18][C:19](=[O:21])[CH3:20])(=O)[CH3:16]>N1C=CC=CC=1>[C:19]([O:18][C:15]1[CH:4]=[CH:5][C:6]2[O:11][CH2:10][CH2:9][CH2:8][C:7]=2[CH:16]=1)(=[O:21])[CH3:20]. Reported procedure: To a solution of 6-methoxy-3,4-dihydrobenzopyran-7-carboxaldehyde (5.00 g, 28.1 mmol) in pyridine (15.0 mL) was added acetic anhydride (3.5 mL, 31.1 mmol) and the mixture allowed to stir at room temperature for 4 hours then poured into ice water (300 mL). The product which precipitated was collected by filtration, washed with water (75 mL) and air dried to afford 6-acetoxy-3,4-dihydrobenzopyran, (5.86 gm, 94.5%), m.p. 76°-77°. Reactants: CC(=O)OC(C)=O, COc1cc(C=O)ccc1OCCCCCCO, c1ccncc1. Product: COc1cc(C=O)ccc1OCCCCCCOC(C)=O. RXN SMILES: [CH3:19][C:20](=[O:21])[O:22][C:23](=[O:24])[CH3:25].[CH:1](=[O:2])[c:3]1[cH:4][c:5]([O:17][CH3:18])[c:6]([O:7][CH2:8][CH2:9][CH2:10][CH2:11][CH2:12][CH2:13][OH:14])[cH:15][cH:16]1.[cH:26]1[cH:27][cH:28][n:29][cH:30][cH:31]1>>[CH:1](=[O:2])[c:3]1[cH:4][c:5]([O:17][CH3:18])[c:6]([O:7][CH2:8][CH2:9][CH2:10][CH2:11][CH2:12][CH2:13][O:14][C:20]([CH3:19])=[O:21])[cH:15][cH:16]1. The reactants are C[C@@H](C(=O)N[C@@H](C(C)C)C(=O)NCC(=O)N[C@@H](CC1=CN=CN1)C(=O)N[C@@H](CC(C)C)C(=O)N[C@@H](CCSC)C(=O)N)NC(=O)[C@H](CC2=CNC3=C2C=CC=C3)NC(=O)[C@H](CCC(=O)N)NC(=O)[C@H](CC(=O)N)NC(=O)CNC(=O)[C@H](CC(C)C)NC(=O)[C@H](CCCNC(=N)N)NC(=O)[C@H](CCC(=O)N)NC(=O)[C@@H]4CCC(=O)N4 (bombesin), Fmoc, CC1(C=2C=3C=CC=CC3C=CC2[N+](=C1/C=C/C=C/C=C/C=C/4\C(C=5C=6C=CC=CC6C=CC5N4CCC(=O)O)(C)C)CCC(=O)O)C.[Br-] (Cypate), C=1C=CC2=C(C1)N=NN2O (HOBT), CC(N=C=NC(C)C)C (DIC), Fmoc-Gln(Trt)-Trp(Boc)-Val-Ala-Gly-His(Trt)-Leu-Met-Lys(Boc)-Rink-Amide, amide. Run at time 8 hour. Yields the product CC1(C=2C=3C=CC=CC3C=CC2[N+](=C1/C=C/C=C/C=C/C=C/4\C(C=5C=6C=CC=CC6C=CC5N4CCC(=O)O)(C)C)CCC(=O)O)C.[Br-].C[C@@H](C(=O)N[C@@H](C(C)C)C(=O)NCC(=O)N[C@@H](CC1=CN=CN1)C(=O)N[C@@H](CC(C)C)C(=O)N[C@@H](CCSC)C(=O)N)NC(=O)[C@H](CC2=CNC3=C2C=CC=C3)NC(=O)[C@H](CCC(=O)N)NC(=O)[C@H](CC(=O)N)NC(=O)CNC(=O)[C@H](CC(C)C)NC(=O)[C@H](CCCNC(=N)N)NC(=O)[C@H](CCC(=O)N)NC(=O)[C@@H]4CCC(=O)N4 (Cypate Bombesin). RXN SMILES: [CH3:1][C@H:2]([NH:43][C:44]([C@@H:46]([NH:57][C:58]([C@@H:60]([NH:66][C:67]([C@@H:69]([NH:74][C:75]([CH2:77][NH:78][C:79]([C@@H:81]([NH:86][C:87]([C@@H:89]([NH:97][C:98]([C@@H:100]([NH:106][C:107]([C@H:109]1[NH:114][C:112](=[O:113])[CH2:111][CH2:110]1)=[O:108])[CH2:101][CH2:102][C:103]([NH2:105])=[O:104])=[O:99])[CH2:90][CH2:91][CH2:92][NH:93][C:94]([NH2:96])=[NH:95])=[O:88])[CH2:82][CH:83]([CH3:85])[CH3:84])=[O:80])=[O:76])[CH2:70][C:71]([NH2:73])=[O:72])=[O:68])[CH2:61][CH2:62][C:63]([NH2:65])=[O:64])=[O:59])[CH2:47][C:48]1[C:52]2[CH:53]=[CH:54][CH:55]=[CH:56][C:51]=2[NH:50][CH:49]=1)=[O:45])[C:3]([NH:5][C@H:6]([C:10]([NH:12][CH2:13][C:14]([NH:16][C@H:17]([C:24]([NH:26][C@H:27]([C:32]([NH:34][C@H:35]([C:40]([NH2:42])=[O:41])[CH2:36][CH2:37][S:38][CH3:39])=[O:33])[CH2:28][CH:29]([CH3:31])[CH3:30])=[O:25])[CH2:18][C:19]1[NH:23][CH:22]=[N:21][CH:20]=1)=[O:15])=[O:11])[CH:7]([CH3:9])[CH3:8])=[O:4].[CH3:115][C:116]1([CH3:161])[C:128](/[CH:129]=[CH:130]/[CH:131]=[CH:132]/[CH:133]=[CH:134]/[CH:135]=[C:136]2\[C:137]([CH3:155])([CH3:154])[C:138]3[C:139]4[CH:140]=[CH:141][CH:142]=[CH:143][C:144]=4[CH:145]=[CH:146][C:147]=3[N:148]\2[CH2:149][CH2:150][C:151]([OH:153])=[O:152])=[N+:127]([CH2:156][CH2:157][C:158]([OH:160])=[O:159])[C:126]2[CH:125]=[CH:124][C:123]3[CH:122]=[CH:121][CH:120]=[CH:119][C:118]=3[C:117]1=2.[Br-:162].C1C=CC2N(O)N=NC=2C=1.CC(C)N=C=NC(C)C>>[CH3:115][C:116]1([CH3:161])[C:128](/[CH:129]=[CH:130]/[CH:131]=[CH:132]/[CH:133]=[CH:134]/[CH:135]=[C:136]2\[C:137]([CH3:154])([CH3:155])[C:138]3[C:139]4[CH:140]=[CH:141][CH:142]=[CH:143][C:144]=4[CH:145]=[CH:146][C:147]=3[N:148]\2[CH2:149][CH2:150][C:151]([OH:153])=[O:152])=[N+:127]([CH2:156][CH2:157][C:158]([OH:160])=[O:159])[C:126]2[CH:125]=[CH:124][C:123]3[CH:122]=[CH:121][CH:120]=[CH:119][C:118]=3[C:117]1=2.[Br-:162].[CH3:1][C@H:2]([NH:43][C:44]([C@@H:46]([NH:57][C:58]([C@@H:60]([NH:66][C:67]([C@@H:69]([NH:74][C:75]([CH2:77][NH:78][C:79]([C@@H:81]([NH:86][C:87]([C@@H:89]([NH:97][C:98]([C@@H:100]([NH:106][C:107]([C@H:109]1[NH:114][C:112](=[O:113])[CH2:111][CH2:110]1)=[O:108])[CH2:101][CH2:102][C:103]([NH2:105])=[O:104])=[O:99])[CH2:90][CH2:91][CH2:92][NH:93][C:94]([NH2:96])=[NH:95])=[O:88])[CH2:82][CH:83]([CH3:84])[CH3:85])=[O:80])=[O:76])[CH2:70][C:71]([NH2:73])=[O:72])=[O:68])[CH2:61][CH2:62][C:63]([NH2:65])=[O:64])=[O:59])[CH2:47][C:48]1[C:52]2[CH:53]=[CH:54][CH:55]=[CH:56][C:51]=2[NH:50][CH:49]=1)=[O:45])[C:3]([NH:5][C@H:6]([C:10]([NH:12][CH2:13][C:14]([NH:16][C@H:17]([C:24]([NH:26][C@H:27]([C:32]([NH:34][C@H:35]([C:40]([NH2:42])=[O:41])[CH2:36][CH2:37][S:38][CH3:39])=[O:33])[CH2:28][CH:29]([CH3:30])[CH3:31])=[O:25])[CH2:18][C:19]1[NH:23][CH:22]=[N:21][CH:20]=1)=[O:15])=[O:11])[CH:7]([CH3:8])[CH3:9])=[O:4] |f:1.2,5.6.7|. Procedure: The resin-bound bombesin analog, i.e. Fmoc-Gln(Trt)-Trp(Boc)-Val-Ala-Gly-His(Trt)-Leu-Met-Lys(Boc)-Rink-Amide resin was assembled from Rink amide-resin (50 mg, 0.031 mmol) based on the conventional Fmoc chemistry. After the N-terminal Fmoc was removed by piperidine in DMF (20%), a solution of Cypate (211.5 mg, 0.3 mmol), HOBT (40.5 mg, 0.30 mmol), DIC (126.0 mg, 0.1 mmol) was added. The resulting mixture was swirled overnight at room temperature. The resin was washed with DMF and DCM, cleaved wi... The reactants are CN(C)c1ccncc1, CC(C)(C)[Si](Cl)(c1ccccc1)c1ccccc1, ClCCCl, ClCCl, CSC1OC(CO)C(O)C(O)C1O. Product: CSC1OC(CO[Si](c2ccccc2)(c2ccccc2)C(C)(C)C)C(O)C(O)C1O. As a reaction SMILES: [CH3:32][N:33]([c:34]1[cH:35][cH:36][n:37][cH:38][cH:39]1)[CH3:40].[Cl:14][Si:15]([c:16]1[cH:17][cH:18][cH:19][cH:20][cH:21]1)([c:22]1[cH:23][cH:24][cH:25][cH:26][cH:27]1)[C:28]([CH3:29])([CH3:30])[CH3:31].[Cl:41][CH2:42][CH2:43][Cl:44].[Cl:45][CH2:46][Cl:47].[S:1]([CH:2]1[CH:3]([OH:4])[CH:5]([OH:6])[CH:7]([OH:8])[CH:9]([CH2:11][OH:12])[O:10]1)[CH3:13]>>[S:1]([CH:2]1[CH:3]([OH:4])[CH:5]([OH:6])[CH:7]([OH:8])[CH:9]([CH2:11][O:12][Si:15]([c:16]2[cH:17][cH:18][cH:19][cH:20][cH:21]2)([c:22]2[cH:23][cH:24][cH:25][cH:26][cH:27]2)[C:28]([CH3:29])([CH3:30])[CH3:31])[O:10]1)[CH3:13]. The reactants are C(C)(=O)NC=1C=C2C(=CN1)COC=1C(=C(C=CC12)OC[C@H](CC(C)C)NC(OC(C)(C)C)=O)OC ((S)-tert-butyl (1-((2-acetamido-7-methoxy-5H-chromeno[3,4-c]pyridin-8-yl)oxy)-4-methylpentan-2-yl)carbamate), C(=O)(C(F)(F)F)O (TFA). Solvent: O (water), ClCCl (dichloromethane). Run at time 12 hour. Product: C(C)(=O)[O-].[NH4+] (ammonium acetate), N[C@H](COC=1C=CC2=C(C1OC)OCC1=CN=C(C=C12)NC(C)=O)CC(C)C ((S)—N-(8-((2-amino-4-methylpentyl)oxy)-7-methoxy-5H-chromeno[3,4-c]pyridin-2-yl)acetamide). Isolated yield 50.0%. As a reaction SMILES: [C:1]([NH:4][C:5]1[CH:6]=[C:7]2[C:18]3[CH:17]=[CH:16][C:15]([O:19][CH2:20][C@@H:21]([NH:26]C(=O)OC(C)(C)C)[CH2:22][CH:23]([CH3:25])[CH3:24])=[C:14]([O:34][CH3:35])[C:13]=3[O:12][CH2:11][C:8]2=[CH:9][N:10]=1)(=[O:3])[CH3:2].[C:36]([OH:42])([C:38](F)(F)F)=[O:37]>ClCCl.O>[C:36]([O-:42])(=[O:37])[CH3:38].[NH4+:4].[NH2:26][C@@H:21]([CH2:22][CH:23]([CH3:25])[CH3:24])[CH2:20][O:19][C:15]1[CH:16]=[CH:17][C:18]2[C:7]3[C:8](=[CH:9][N:10]=[C:5]([NH:4][C:1](=[O:3])[CH3:2])[CH:6]=3)[CH2:11][O:12][C:13]=2[C:14]=1[O:34][CH3:35] |f:4.5|. Procedure: To a stirred solution of (S)-tert-butyl (1-((2-acetamido-7-methoxy-5H-chromeno[3,4-c]pyridin-8-yl)oxy)-4-methylpentan-2-yl)carbamate (111 mg, 0.088 mmol) in dichloromethane (2 mL) was added TFA (0.027 mL, 0.352 mmol) dropwise and the reaction mixture was stirred at room temperature for 12 h. After completion of reaction, the volatiles were removed under reduced pressure to afford a residue which was purified by prep. HPLC (Sunfire C18 3.5 um, 19×150 mm column and 10 mM ammonium acetate in water)...